This data is from the Open Reaction Database (ORD), a public repository of structured organic reaction records. The task is: describe an organic reaction: reactants, conditions, products, and yield The product is COC(=O)C(=O)c1ccc(OC)c2ccn(C)c12. As a reaction SMILES: [C:14]([Li:15])([CH3:16])([CH3:17])[CH3:18].[C:19]([C:20](=[O:21])[O:22][CH3:23])(=[O:24])[O:25][CH3:26].[CH2:27]1[O:28][CH2:29][CH2:30][CH2:31]1.[CH3:1][n:2]1[cH:3][cH:4][c:5]2[c:6]([O:12][CH3:13])[cH:7][cH:8][c:9]([Br:11])[c:10]12>>[CH3:1][n:2]1[cH:3][cH:4][c:5]2[c:6]([O:12][CH3:13])[cH:7][cH:8][c:9]([C:19]([C:20](=[O:21])[O:22][CH3:23])=[O:24])[c:10]12. The reactants are [Li]C(C)(C)C, COC(=O)C(=O)OC, C1CCOC1, COc1ccc(Br)c2c1ccn2C.